Dataset: the Open Reaction Database (ORD), a public repository of structured organic reaction records. Task: describe an organic reaction: reactants, conditions, products, and yield The reactants are Cl, C=CCOC(=O)C1(C)CCC(CO)CC1, CS(=O)(=O)Cl, c1ccncc1. Product: C=CCOC(=O)C1(C)CCC(COS(C)(=O)=O)CC1. RXN SMILES: [ClH:21].[OH:6][CH2:7][CH:8]1[CH2:9][CH2:10][C:11]([C:14](=[O:15])[O:16][CH2:17][CH:18]=[CH2:19])([CH3:20])[CH2:12][CH2:13]1.[S:1](=[O:2])(=[O:3])([CH3:4])[Cl:5].[cH:22]1[cH:23][cH:24][n:25][cH:26][cH:27]1>>[S:1](=[O:2])(=[O:3])([CH3:4])[O:6][CH2:7][CH:8]1[CH2:9][CH2:10][C:11]([C:14](=[O:15])[O:16][CH2:17][CH:18]=[CH2:19])([CH3:20])[CH2:12][CH2:13]1. Starting materials: ClC1=NN(C=C1C(=O)OCC)C (ethyl 3-chloro-1-methylpyrazole-4-carboxylate), [OH-].[Na+] (sodium hydroxide), Cl (hydrochloric acid). The solvent is O (water). Product: ClC1=NN(C=C1C(=O)O)C (3-Chloro-1-methylpyrazole-4-carboxylic Acid). Reaction SMILES: [Cl:1][C:2]1[C:6]([C:7]([O:9]CC)=[O:8])=[CH:5][N:4]([CH3:12])[N:3]=1.[OH-].[Na+].Cl>O>[Cl:1][C:2]1[C:6]([C:7]([OH:9])=[O:8])=[CH:5][N:4]([CH3:12])[N:3]=1 |f:1.2|. Reported procedure: A mixture of 23.9 g (127 mmol) of ethyl 3-chloro-1-methylpyrazole-4-carboxylate and 10.4 g (260 mmol) of sodium hydroxide in 130 mL of water was prepared and was heated at reflux for 3 hr. The solution that formed was cooled to about 0° C. and neutralized to pH 6.5 with concentrated hydrochloric acid with stirring and the precipitate that formed was recovered by filtration, washed with water, and dried under reduced pressure to obtain 18.1 g (89 percent of theory) of the title compound as a whit... Starting materials: BrC=1C=C2C(=NC1)NN=C2 (5-bromo-1H-pyrazolo[3,4-b]pyridine), O1CCCC=C1 (dihydropyran), C12(C(=O)CC(CC1)C2(C)C)CS(=O)(=O)O ((±)-camphorsulfonic acid). Run in C(C)(=O)OCC (ethyl acetate), O1CCCC1 (tetrahydrofuran). Run at temperature 65 celsius, time 16 hour. Product: BrC=1C=C2C(=NC1)N(N=C2)C2OCCCC2 (5-bromo-1-(tetrahydro-2H-pyran-2-yl)-1H-pyrazolo[3,4-b]pyridine). Yield: 88.6%. As a reaction SMILES: [Br:1][C:2]1[CH:3]=[C:4]2[CH:10]=[N:9][NH:8][C:5]2=[N:6][CH:7]=1.[O:11]1[CH:16]=[CH:15][CH2:14][CH2:13][CH2:12]1.C12(CS(O)(=O)=O)C(C)(C)C(CC1)CC2=O>O1CCCC1.C(OCC)(=O)C>[Br:1][C:2]1[CH:3]=[C:4]2[CH:10]=[N:9][N:8]([CH:12]3[CH2:13][CH2:14][CH2:15][CH2:16][O:11]3)[C:5]2=[N:6][CH:7]=1. Reported procedure: To a solution of 5-bromo-1H-pyrazolo[3,4-b]pyridine (1.4 g, 7.2 mmol) and dihydropyran (3.3 mL, 36.0 mmol) in tetrahydrofuran (20 mL) was added (±)-camphorsulfonic acid (250 mg) and the reaction mixture was stirred at 65° C. for 16 hours. After cooling to room temperature it was diluted with ethyl acetate (250 mL), washed with saturated aqueous sodium bicarbonate (2×100 mL) and brine (100 mL), dried over sodium sulfate, filtered and concentrated. Gradient column chromatography (10% to 30% ethyl ... Starting materials: C(CCC)N(C(C)=O)C1CC(N(C(C1)(C)C)CCO)(C)C (N-n-butyl-N-[ 1-(2-hydroxyethyl)-2,2,6,6-tetramethylpiperidin-4-yl]acetamide), [OH-].[Na+] (sodium hydroxide). Run in Cl (hydrochloric acid). Product: C(CCC)NC1CC(N(C(C1)(C)C)CCO)(C)C (2-(4-n-butylamino-2,2,6,6-tetramethylpiperidin-1-yl) ethanol). Yield: 74.9%. RXN SMILES: [CH2:1]([N:5]([CH:9]1[CH2:14][C:13]([CH3:16])([CH3:15])[N:12]([CH2:17][CH2:18][OH:19])[C:11]([CH3:21])([CH3:20])[CH2:10]1)C(=O)C)[CH2:2][CH2:3][CH3:4].[OH-].[Na+]>Cl>[CH2:1]([NH:5][CH:9]1[CH2:10][C:11]([CH3:20])([CH3:21])[N:12]([CH2:17][CH2:18][OH:19])[C:13]([CH3:15])([CH3:16])[CH2:14]1)[CH2:2][CH2:3][CH3:4] |f:1.2|. Procedure: ) A solution of 12.6 g (42.2 mmol) of N-n-butyl-N-[ 1-(2-hydroxyethyl)-2,2,6,6-tetramethylpiperidin-4-yl]acetamide [Example 1bη2] in 180 ml of 2N hydrochloric acid is refluxed for 48 hours. The reaction mixture is then cooled 0°-5 C. and, after addition of 40 ml of 30% sodium hydroxide solution, extracted twice with toluene. The organic phases are washed with water, combined, dried over sodium sulfate, and concentrated on a vacuum rotary evaporator. Chromatography of the residue on silica gel wi... Reactants: triethyl phosphonoacetate, [H-].[Na+] (sodium hydride), C(C)(C)(C)OC(=O)C=1C=CC(=NC1)C=O (5-t-butoxycarbonyl-2-pyridinecarbaldehyde). Solvent: CN(C=O)C (dimethylformamide). Conditions: time 8 hour. Yields the product C(C)(C)(C)OC(=O)C=1C=CC(=NC1)C=CC(=O)OCC (ethyl 3-(5-t-butoxycarbonyl-2-pyridyl)acrylate). Yield: 186.8%. Reaction SMILES: [H-].[Na+].[C:3]([O:7][C:8]([C:10]1[CH:11]=[CH:12][C:13]([CH:16]=O)=[N:14][CH:15]=1)=[O:9])([CH3:6])([CH3:5])[CH3:4]>CN(C)C=O>[C:3]([O:7][C:8]([C:10]1[CH:11]=[CH:12][C:13]([CH:16]=[CH:10][C:8]([O:7][CH2:3][CH3:4])=[O:9])=[N:14][CH:15]=1)=[O:9])([CH3:4])([CH3:5])[CH3:6] |f:0.1|. Procedure: To a solution of 2.2 g of triethyl phosphonoacetate in 20 ml of dimethylformamide, 0.39 g of sodium hydride (about 60%, in oil) is added slowly, and then 2.0 g of 5-t-butoxycarbonyl-2-pyridinecarbaldehyde is added. The resulting mixture is stirred at room temperature overnight and concentrated, and 20 ml of water is added. The aqueous solution is extracted with three 40-ml portions of chloroform. The combined extracts are dried over magnesium sulfate and concentrated. The residue is chromatograp... Conditions: temperature 25 celsius, time 16 hour. Yields the product C(C)(C)(C)[Si](OCCN1N=C(C=C1)NC([C@H](CC1CCCC1)C1=CC(=C(C=C1)Cl)Cl)=O)(C)C ((R)—N-{1-[2-(tert-butyl-dimethyl-silanyloxy)-ethyl]-1H-pyrazol-3-yl}-3-cyclopentyl-2-(3,4-dichloro-phenyl)-propionamide). The solvent is C(Cl)Cl (methylene chloride), C(Cl)Cl (methylene chloride), C(Cl)Cl (methylene chloride). The yield is 77.0%. Reactants: C(C)(C)(C)[Si](OCCN1N=C(C=C1)N)(C)C (1-[2-(tert-butyl-dimethyl-silanyloxy)-ethyl]-1H-pyrazol-3-ylamine), N1=C(C=CC=C1C)C (2,6-lutidine), C1(CCCC1)C[C@@H](C(=O)Cl)C1=CC(=C(C=C1)Cl)Cl (3-cyclopentyl-2(R)-(3,4-dichloro-phenyl)-propionyl chloride). Procedure: In a round bottom flask was placed 1-[2-(tert-butyl-dimethyl-silanyloxy)-ethyl]-1H-pyrazol-3-ylamine (prepared in Example 67, 86 mg, 0.36 mmol), 2,6-lutidine (57 μL, 0.49 mmol) and methylene chloride (5 mL) which was then cooled to 0° C. in an ice bath. To this solution was then added dropwise a solution of 3-cyclopentyl-2(R)-(3,4-dichloro-phenyl)-propionyl chloride in methylene chloride (prepared as in Example 102, ˜0.16 M solution, 2 mL, 0.33 mmol). The reaction was then allowed to warm up to ... As a reaction SMILES: [C:1]([Si:5]([CH3:16])([CH3:15])[O:6][CH2:7][CH2:8][N:9]1[CH:13]=[CH:12][C:11]([NH2:14])=[N:10]1)([CH3:4])([CH3:3])[CH3:2].N1C(C)=CC=CC=1C.[CH:25]1([CH2:30][C@H:31]([C:35]2[CH:40]=[CH:39][C:38]([Cl:41])=[C:37]([Cl:42])[CH:36]=2)[C:32](Cl)=[O:33])[CH2:29][CH2:28][CH2:27][CH2:26]1>C(Cl)Cl>[C:1]([Si:5]([CH3:16])([CH3:15])[O:6][CH2:7][CH2:8][N:9]1[CH:13]=[CH:12][C:11]([NH:14][C:32](=[O:33])[C@@H:31]([C:35]2[CH:40]=[CH:39][C:38]([Cl:41])=[C:37]([Cl:42])[CH:36]=2)[CH2:30][CH:25]2[CH2:26][CH2:27][CH2:28][CH2:29]2)=[N:10]1)([CH3:4])([CH3:3])[CH3:2].